This data is from the Open Reaction Database (ORD), a public repository of structured organic reaction records. The task is: describe an organic reaction: reactants, conditions, products, and yield Reactants: ice water, [H-].[Na+] (sodium hydride), N1C=C(C2=CC=CC=C12)C(=O)O (indole-3-carboxylic acid), COS(=O)(=O)OC (Dimethylsulfate), [OH-].[Na+] (sodium hydroxide). Run in CN(C=O)C (N,N-dimethylformamide). Run at temperature 100 celsius, time 30 minute. Yields the product CN1C=C(C2=CC=CC=C12)C(=O)O (1-Methyl-1H-indole-3-carboxylic acid). The yield is 75.3%. RXN SMILES: [H-].[Na+].[NH:3]1[C:11]2[C:6](=[CH:7][CH:8]=[CH:9][CH:10]=2)[C:5]([C:12]([OH:14])=[O:13])=[CH:4]1.[CH3:15]OS(OC)(=O)=O.[OH-].[Na+]>CN(C)C=O>[CH3:15][N:3]1[C:11]2[C:6](=[CH:7][CH:8]=[CH:9][CH:10]=2)[C:5]([C:12]([OH:14])=[O:13])=[CH:4]1 |f:0.1,4.5|. Procedure details: A cooled (0° C.) suspension of 60% sodium hydride-oil dispersion (0.96 g, 24 mmol) in anhydrous N,N-dimethylformamide (15 mL) under nitrogen was treated in portions with indole-3-carboxylic acid (1.62 g, 10 mmol), and the mixture was stirred at 45°±5° C. for 30 minutes. Dimethylsulfate (3.03 g, 24 mmol) was added, and the mixture was heated to 100° C. for 30 minutes, cooled, and added to ice water (100 mL). The suspension was filtered and the wet solid was washed with water and taken up in 50% a... The reactants are CC1(NC(N(C1=O)CCC(=O)O)=O)C (3-(4,4-dimethyl-2,5-dioxoimidazolidin-1-yl)propionic acid), C(=O)(N1C=NC=C1)N1C=NC=C1 (1,1'-carbonyldiimidazole), COC(CN)OC (2-aminoacetaldehyde dimethyl acetal). Run in O1CCCC1 (tetrahydrofuran). Product: COC(CNC(CCN1C(NC(C1=O)(C)C)=O)=O)OC (N-(2,2-dimethoxyethyl)-3-(4,4-dimethyl-2,5-dioxoimidazolidin-1-yl)propionamide). Yield: 53.7%. RXN SMILES: C(N1C=CN=C1)(N1C=CN=C1)=O.[CH3:13][C:14]1([CH3:26])[C:18](=[O:19])[N:17]([CH2:20][CH2:21][C:22]([OH:24])=O)[C:16](=[O:25])[NH:15]1.[CH3:27][O:28][CH:29]([O:32][CH3:33])[CH2:30][NH2:31]>O1CCCC1>[CH3:27][O:28][CH:29]([O:32][CH3:33])[CH2:30][NH:31][C:22](=[O:24])[CH2:21][CH2:20][N:17]1[C:18](=[O:19])[C:14]([CH3:13])([CH3:26])[NH:15][C:16]1=[O:25]. Procedure: Analogously to Example 1, 165.43 g (1.02 mol) of 1,1'-carbonyldiimidazole and 700 ml of tetrahydrofuran are introduced into an apparatus, allowed to react with 202.86 g (1.0 mol) of 3-(4,4-dimethyl-2,5-dioxoimidazolidin-1-yl)propionic acid and subsequently reacted with 107.21 g (1.02 mol) of 2-aminoacetaldehyde dimethyl acetal. The reaction mixture is evaporated to dryness at 80° C./0.1 mbar in a rotary evaporator, and the resultant residue is purified analogously to Example 1, giving 154.2 g (5... The reagents and catalysts are [Ni] (Raney nickel). The product is COC=1C=C2C(CCOC2=CC1)CNC(C)=O (N-[(6-Methoxy-3,4-dihydro-2H4-chromenyl)methyl]acetamide). Solvent: C(C)(=O)OC(C)=O (acetic anhydride). Procedure details: The nitrile obtained in Step A (200 mg; 1.05 mmol) is solubilised in the reactor of a Parr apparatus in 15 ml of acetic anhydride. Raney nickel (60 mg; 30% by weight) and also sodium acetate (1.5 eq; 1.58 mmol; 130 mg) are added. The reactor is placed under hydrogen pressure of 580 psi at 50° C. for 12 hours. When the reaction is complete, filtration over Celite and then rinsing with AcOEt are carried out. The product is purified by flash chromatography on silica gel (eluant: AcOEt (100%)). The ... The reactants are COC=1C=C2C(CCOC2=CC1)C#N (6-Methoxy-4-chromancarbonitrile), C(C)(=O)[O-].[Na+] (sodium acetate). Reaction SMILES: [CH3:1][O:2][C:3]1[CH:4]=[C:5]2[C:10](=[CH:11][CH:12]=1)[O:9][CH2:8][CH2:7][CH:6]2[C:13]#[N:14].[C:15]([O-])(=[O:17])[CH3:16].[Na+]>C(OC(=O)C)(=O)C.[Ni]>[CH3:1][O:2][C:3]1[CH:4]=[C:5]2[C:10](=[CH:11][CH:12]=1)[O:9][CH2:8][CH2:7][CH:6]2[CH2:13][NH:14][C:15](=[O:17])[CH3:16] |f:1.2|. Reactants: [Cl-].C(C)[Al+]CC (Diethyl aluminum chloride), BrC=1N=C2C(=NC1)NC=C2 (2-bromo-5H-pyrrolo[2,3-b]pyrazine), CC1(CCCCCC1)C(=O)Cl (1-Methyl-cycloheptanecarbonyl chloride). Solvent: ClCCl (dichloromethane). Conditions: temperature 0 celsius, time 30 minute. The product is BrC=1N=C2C(=NC1)NC=C2C(=O)C2(CCCCCC2)C ((2-bromo-5H-pyrrolo[2,3-b]pyrazin-7-yl)-(1-methyl-cycloheptyl)-methanone). The yield is 32.4%. Reaction SMILES: [Br:1][C:2]1[N:3]=[C:4]2[CH:10]=[CH:9][NH:8][C:5]2=[N:6][CH:7]=1.[Cl-].C([Al+]CC)C.[CH3:17][C:18]1([C:25](Cl)=[O:26])[CH2:24][CH2:23][CH2:22][CH2:21][CH2:20][CH2:19]1>ClCCl>[Br:1][C:2]1[N:3]=[C:4]2[C:10]([C:25]([C:18]3([CH3:17])[CH2:24][CH2:23][CH2:22][CH2:21][CH2:20][CH2:19]3)=[O:26])=[CH:9][NH:8][C:5]2=[N:6][CH:7]=1 |f:1.2|. Procedure: A suspension of 2-bromo-5H-pyrrolo[2,3-b]pyrazine (100 mg, 0.505 mmol) in anhydrous dichloromethane (10 ml) was cooled to 0° C. under N2. Diethyl aluminum chloride (1M in hexanes, 1.50 ml, 1.50 mmol) was added quickly, and the reaction mixture was stirred for 30 minutes. 1-Methyl-cycloheptanecarbonyl chloride (882 mg, 5.05 mmol) was added dropwise, and the reaction mixture was refluxed overnight. The reaction mixture was cooled to 0° C. and quenched with saturated aqueous NaHCO3. The biphasic so... The reactants are CC(Cl)c1cccnc1, CCc1nccn1CCC(=O)O. The reagents and catalysts are O=C([O-])[O-].[Cs+].[Cs+] (cesium carbonate), [I-].[K+] (potassium iodide). Run in CN(C)C=O (DMF), CN(C)C=O (dmf), CN(C)C=O (DMF). Conditions: temperature 70 celsius, time 16 hour. Product: CCc1nccn1CCC(=O)OC(C)c1cccnc1. Reactants: OC1=C2CCC(C2=CC=C1)=O (4-hydroxy-1-indanone), C([O-])([O-])=O.[K+].[K+] (potassium carbonate), C(C1=CC=CC=C1)Cl (benzyl chloride). Solvent: O (water), CN(C=O)C (dimethylformamide). The product is C1(=CC=CC=C1)COC1=C2CCC(C2=CC=C1)=O (4-(phenylmethoxy)-1-indanone). RXN SMILES: [OH:1][C:2]1[CH:10]=[CH:9][CH:8]=[C:7]2[C:3]=1[CH2:4][CH2:5][C:6]2=[O:11].C(=O)([O-])[O-].[K+].[K+].[CH2:18](Cl)[C:19]1[CH:24]=[CH:23][CH:22]=[CH:21][CH:20]=1>CN(C)C=O.O>[C:19]1([CH2:18][O:1][C:2]2[CH:10]=[CH:9][CH:8]=[C:7]3[C:3]=2[CH2:4][CH2:5][C:6]3=[O:11])[CH:24]=[CH:23][CH:22]=[CH:21][CH:20]=1 |f:1.2.3|. Reported procedure: To a solution of 4.44 g (0.03 m) of 4-hydroxy-1-indanone in 50 ml of dimethylformamide is added 4.15 g (0.03 m) of potassium carbonate with stirring followed by the dropwise addition of 3.8 g (0.03 m) of benzyl chloride. The reaction mixture is heated at steam bath temperature for 3 hours, then cooled and diluted with water. The aqueous mixture is extracted with ethyl acetate and the extract is washed with water, dried over anhydrous sodium sulfate and concentrated to dryness in vacuo. The resid...